This data is from the Open Reaction Database (ORD), a public repository of structured organic reaction records. The task is: describe an organic reaction: reactants, conditions, products, and yield The reactants are OCCN(C)CCO (di(hydroxyethyl)methylamine), ClC(Cl)[SiH3] (dichloromethylsilane), OC(CNC)O (dihydroxyethylmethylamine), ClC(Cl)[SiH3] (dichloromethylsilane), ClC(Cl)[SiH3] (dichloromethylsilane), OCCN(C)CCO (di(hydroxyethyl)methylamine), ClC(Cl)[SiH3] (dichloromethylsilane), CN (methylamine). The solvent is C(C)N(CC)CC (triethylamine), ClCCl (dichloromethane). Product: CN1CCO[SiH](OCC1)C (1,5-dimethyl-1-aza-4,6-dioxa-5-silacyclooctane). The yield is 73.5%. RXN SMILES: Cl[CH:2]([SiH3:4])Cl.[OH:5][CH2:6][CH2:7][N:8]([CH2:10][CH2:11][OH:12])[CH3:9].CN.OC(O)CNC>C(N(CC)CC)C.ClCCl>[CH3:9][N:8]1[CH2:10][CH2:11][O:12][SiH:4]([CH3:2])[O:5][CH2:6][CH2:7]1. Procedure details: To a sealed 800 mL nitrogen purged glass bottle was added 400 mL anhydrous dichloromethane and 98.2 mL triethylamine. Then, 3.65 mL (35 mmol) of 99+% dichloromethylsilane and 4.02 mL (35 mmol) di(hydroxyethyl)methylamine was added with shaking. This was repeated five times over twenty minutes until a total of 175 mmol of both dichloromethylsilane and di(hydroxyethyl)methylamine had been added. The bottle was agitated in a room temperature bath for 15 minutes. Then, five more additions of 4.02 mL... Reactants: Cl (hydrochloric acid), FC1(CCC(CC1)C1=C(C(=NC=2CC(C[C@@H](C12)O)(C)C)C1CCN(CC1)C1=NC=C(C=N1)OCCCS(=O)(=O)C)[C@H](C1=CC=C(C=C1)C(F)(F)F)F)F ((5S)-4-(4,4-Difluorocyclohexyl)-3-{(S)-fluoro[4-(trifluoromethyl)phenyl]methyl}-7,7-dimethyl-2-(1-{5-[3-(methylsulfonyl)propoxy]pyrimidin-2-yl}piperidin-4-yl)-5,6,7,8-tetrahydroquinolin-5-ol). The solvent is CC(=O)C (acetone). Yields the product Cl.Cl.FC1(CCC(CC1)C1=C(C(=NC=2CC(C[C@@H](C12)O)(C)C)C1CCN(CC1)C1=NC=C(C=N1)OCCCS(=O)(=O)C)[C@H](C1=CC=C(C=C1)C(F)(F)F)F)F ((5S)-4-(4,4-Difluorocyclohexyl)-3-{(S)-fluoro[4-(trifluoromethyl)phenyl]methyl}-7,7-dimethyl-2-(1-{5-[3-(methylsulfonyl)propoxy]pyrimidin-2-yl}piperidin-4-yl)-5,6,7,8-tetrahydroquinolin-5-ol dihydrochloride), powder. Isolated yield 65.0%. As a reaction SMILES: [ClH:1].[F:2][C:3]1([F:54])[CH2:8][CH2:7][CH:6]([C:9]2[C:18]3[C@@H:17]([OH:19])[CH2:16][C:15]([CH3:21])([CH3:20])[CH2:14][C:13]=3[N:12]=[C:11]([CH:22]3[CH2:27][CH2:26][N:25]([C:28]4[N:33]=[CH:32][C:31]([O:34][CH2:35][CH2:36][CH2:37][S:38]([CH3:41])(=[O:40])=[O:39])=[CH:30][N:29]=4)[CH2:24][CH2:23]3)[C:10]=2[C@@H:42]([F:53])[C:43]2[CH:48]=[CH:47][C:46]([C:49]([F:52])([F:51])[F:50])=[CH:45][CH:44]=2)[CH2:5][CH2:4]1>CC(C)=O>[ClH:1].[ClH:1].[F:54][C:3]1([F:2])[CH2:4][CH2:5][CH:6]([C:9]2[C:18]3[C@@H:17]([OH:19])[CH2:16][C:15]([CH3:21])([CH3:20])[CH2:14][C:13]=3[N:12]=[C:11]([CH:22]3[CH2:27][CH2:26][N:25]([C:28]4[N:29]=[CH:30][C:31]([O:34][CH2:35][CH2:36][CH2:37][S:38]([CH3:41])(=[O:39])=[O:40])=[CH:32][N:33]=4)[CH2:24][CH2:23]3)[C:10]=2[C@@H:42]([F:53])[C:43]2[CH:44]=[CH:45][C:46]([C:49]([F:52])([F:51])[F:50])=[CH:47][CH:48]=2)[CH2:7][CH2:8]1 |f:3.4.5|. Reported procedure: Reactions similar to those of Example 13 were performed except for using 9.6 μl (115 μmol) of 35% hydrochloric acid and using 0.40 ml of acetone, and from 40.1 mg (52.2 μmol) of (5S)-4-(4,4-Difluorocyclohexyl)-3-{(S)-fluoro[4-(trifluoromethyl)phenyl]methyl}-7,7-dimethyl-2-(1-{5-[3-(methylsulfonyl)propoxy]pyrimidin-2-yl}piperidin-4-yl)-5,6,7,8-tetrahydroquinolin-5-ol, which was prepared by a method similar to that of Reference Example 28, 28.6 mg of the title compound was obtained as a white powd... Run at time 16 hour. Procedure details: 34.6 g (0.1 mol) of 5-(3',5'-di-tert.-butyl-4'-hydroxyphenylethyl)-5-methyl-hydantoin, 8.7 g (0.05 mol) of methylene bromide and 38 g (0.1 mol) of potassium hydroxide are initially introduced into 100 ml of dimethylformamide and the mixture is kept at 80° C for 16 hours, whilst stirring. After cooling, insoluble matter is filtered off, first 100 ml of toluene and then 100 ml of water are added and the toluene phase is separated off and repeatedly washed with water. Thereafter, 50 ml of toluene a... Yields the product C(N1C(NC(C1=O)(CCC1=CC(=C(C(=C1)C(C)(C)C)O)C(C)(C)C)C)=O)N1C(NC(C1=O)(C)CCC1=CC(=C(C(=C1)C(C)(C)C)O)C(C)(C)C)=O (3,3'-methylene-bis[5-(3",5"-di-tert.-butyl-4"-hydroxy-phenylethyl)-5-methyl-hydantoin]). The reactants are C(C)(C)(C)C=1C=C(C=C(C1O)C(C)(C)C)CCC1(C(NC(N1)=O)=O)C (5-(3',5'-di-tert.-butyl-4'-hydroxyphenylethyl)-5-methyl-hydantoin), C(Br)Br (methylene bromide), [OH-].[K+] (potassium hydroxide), CN(C=O)C (dimethylformamide). RXN SMILES: [C:1]([C:5]1[CH:6]=[C:7]([CH2:16][CH2:17][C:18]2([CH3:25])[NH:22][C:21](=[O:23])[NH:20][C:19]2=[O:24])[CH:8]=[C:9]([C:12]([CH3:15])([CH3:14])[CH3:13])[C:10]=1[OH:11])([CH3:4])([CH3:3])[CH3:2].C(Br)Br.[OH-:29].[K+].[CH3:31][N:32]([CH3:35])[CH:33]=[O:34]>>[CH2:31]([N:32]1[C:35](=[O:29])[C:18]([CH2:17][CH2:16][C:7]2[CH:6]=[C:5]([C:1]([CH3:3])([CH3:2])[CH3:4])[C:10]([OH:11])=[C:9]([C:12]([CH3:13])([CH3:15])[CH3:14])[CH:8]=2)([CH3:19])[NH:22][C:33]1=[O:34])[N:20]1[C:19](=[O:24])[C:18]([CH3:25])([CH2:17][CH2:16][C:7]2[CH:6]=[C:5]([C:1]([CH3:2])([CH3:3])[CH3:4])[C:10]([OH:11])=[C:9]([C:12]([CH3:15])([CH3:14])[CH3:13])[CH:8]=2)[NH:22][C:21]1=[O:23] |f:2.3|.